describe an organic reaction: reactants, conditions, products, and yield From a dataset of the Open Reaction Database (ORD), a public repository of structured organic reaction records. Product: CC(C)(C=1SC=CN1)NC(=O)C1=NC(=C(C=C1)N1CC(C1)(F)F)OCC1(COC1)C (5-(3,3-Difluoro-azetidin-1-yl)-6-(3-methyl-oxetan-3-ylmethoxy)-pyridine-2-carboxylic acid (1-methyl-1-thiazol-2-yl-ethyl)-amide). RXN SMILES: [CH3:1][C:2]([NH:9][C:10]([C:12]1[CH:17]=[CH:16][C:15](Br)=[C:14]([O:19][CH2:20][C:21]2([CH3:25])[CH2:24][O:23][CH2:22]2)[N:13]=1)=[O:11])([C:4]1[S:5][CH:6]=[CH:7][N:8]=1)[CH3:3].Cl.[F:27][C:28]1([F:32])[CH2:31][NH:30][CH2:29]1>>[CH3:1][C:2]([NH:9][C:10]([C:12]1[CH:17]=[CH:16][C:15]([N:30]2[CH2:31][C:28]([F:32])([F:27])[CH2:29]2)=[C:14]([O:19][CH2:20][C:21]2([CH3:25])[CH2:24][O:23][CH2:22]2)[N:13]=1)=[O:11])([C:4]1[S:5][CH:6]=[CH:7][N:8]=1)[CH3:3] |f:1.2|. Starting materials: CC(C)(C=1SC=CN1)NC(=O)C1=NC(=C(C=C1)Br)OCC1(COC1)C (5-bromo-6-(3-methyl-oxetan-3-ylmethoxy)-pyridine-2-carboxylic acid (1-methyl-1-thiazol-2-yl-ethyl)-amide), Cl.FC1(CNC1)F (3,3-difluoroazetidine hydrochloride). Procedure: The title compound was synthesized in analogy to Example 288b, using 5-bromo-6-(3-methyl-oxetan-3-ylmethoxy)-pyridine-2-carboxylic acid (1-methyl-1-thiazol-2-yl-ethyl)-amide (Example 281c) and 3,3-difluoroazetidine hydrochloride as starting materials, MS (EI): m/e=439.3 [M+H]+.